From a dataset of the Open Reaction Database (ORD), a public repository of structured organic reaction records. describe an organic reaction: reactants, conditions, products, and yield The reactants are ClC=1C=C(C=CC1)C=C[N+](=O)[O-] (2-(3-Chlorophenyl)-1-nitroethene), [BH4-].[Na+] (sodium borohydride). Run in O1CCOCC1 (dioxane), O1CCOCC1 (dioxane), C(C)O (ethanol). Conditions: time 2 hour. The product is ClC=1C=C(C=CC1)CC[N+](=O)[O-] (2-(3-Chlorophenyl)-1-nitroethane). Yield: 47.1%. As a reaction SMILES: [Cl:1][C:2]1[CH:3]=[C:4]([CH:8]=[CH:9][N+:10]([O-:12])=[O:11])[CH:5]=[CH:6][CH:7]=1.[BH4-].[Na+]>O1CCOCC1.C(O)C>[Cl:1][C:2]1[CH:3]=[C:4]([CH2:8][CH2:9][N+:10]([O-:12])=[O:11])[CH:5]=[CH:6][CH:7]=1 |f:1.2|. Procedure details: A solution of 13.5 g (72 mmol) of 2-(3-Chlorophenyl)-1-nitroethene, from Step 2, in 200 mL of dioxane was added dropwise to a stirred suspension of 6 g (157 mmol) of sodium borohydride in a mixture of 140 mL of dioxane and 60 mL of ethanol. The reaction mixture was stirred at ambient temperature for 2 h and then the excess borohydride was quenched with acid. The reaction mixture was concentrated in vacuo and the residue was partitioned between methylene chloride and water (4:1). The organic laye... The product is BrC=1N(C2=C(C=NN(C2=O)CC2=NC3=CC=CC=C3C(=N2)C)N1)CC#CC (2-bromo-3-(2-butyn-1-yl)-5-[(4-methyl-quinazolin-2-yl)methyl]-3,5-dihydro-imidazo[4,5-d]pyridazin-4-one). Run in C(C)#N (acetonitrile). Starting materials: BrC=1N(C2=C(C=NNC2=O)N1)CC#CC (2-bromo-3-(2-butyn-1-yl)-3,5-dihydro-imidazo[4,5-d]pyridazin-4-one), ClCC1=NC2=CC=CC=C2C(=N1)C (2-chloromethyl-4-methyl-quinazoline), C([O-])([O-])=O.[K+].[K+] (potassium carbonate). Procedure details: A mixture of 365 mg 2-bromo-3-(2-butyn-1-yl)-3,5-dihydro-imidazo[4,5-d]pyridazin-4-one, 265 mg 2-chloromethyl-4-methyl-quinazoline and 210 mg potassium carbonate in 6 ml acetonitrile is stirred for 17 h at ambient temperature. Then the reaction mixture is filtered through 5 g aluminium oxide with ethyl acetate and the filtrate is evaporated down. The residue is triturated in diisopropylether, separated from the ether and dried. Run at time 17 hour. RXN SMILES: [Br:1][C:2]1[N:3]([CH2:12][C:13]#[C:14][CH3:15])[C:4]2[C:9](=[O:10])[NH:8][N:7]=[CH:6][C:5]=2[N:11]=1.Cl[CH2:17][C:18]1[N:27]=[C:26]([CH3:28])[C:25]2[C:20](=[CH:21][CH:22]=[CH:23][CH:24]=2)[N:19]=1.C(=O)([O-])[O-].[K+].[K+]>C(#N)C>[Br:1][C:2]1[N:3]([CH2:12][C:13]#[C:14][CH3:15])[C:4]2[C:9](=[O:10])[N:8]([CH2:17][C:18]3[N:27]=[C:26]([CH3:28])[C:25]4[C:20](=[CH:21][CH:22]=[CH:23][CH:24]=4)[N:19]=3)[N:7]=[CH:6][C:5]=2[N:11]=1 |f:2.3.4|. Reactants: BrC=1C=C2C=CC(=CC2=CC1)C(O)C1=CC=NC2=CC(=C(C=C12)OC)OC ((6-bromo-naphthalen-2-yl)-(6,7-dimethoxy-quinolin-4-yl)-methanol). The reagents and catalysts are [Zn] (Zn). Run in C(=O)O (formic acid). Yields the product BrC=1C=C2C=CC(=CC2=CC1)CC1=CC=NC2=CC(=C(C=C12)OC)OC (4-(6-bromo-naphthalen-2-ylmethyl)-6,7-dimethoxy-quinoline). As a reaction SMILES: [Br:1][C:2]1[CH:3]=[C:4]2[C:9](=[CH:10][CH:11]=1)[CH:8]=[C:7]([CH:12]([C:14]1[C:23]3[C:18](=[CH:19][C:20]([O:26][CH3:27])=[C:21]([O:24][CH3:25])[CH:22]=3)[N:17]=[CH:16][CH:15]=1)O)[CH:6]=[CH:5]2>C(O)=O.[Zn]>[Br:1][C:2]1[CH:3]=[C:4]2[C:9](=[CH:10][CH:11]=1)[CH:8]=[C:7]([CH2:12][C:14]1[C:23]3[C:18](=[CH:19][C:20]([O:26][CH3:27])=[C:21]([O:24][CH3:25])[CH:22]=3)[N:17]=[CH:16][CH:15]=1)[CH:6]=[CH:5]2. Procedure details: To a solution of (6-bromo-naphthalen-2-yl)-(6,7-dimethoxy-quinolin-4-yl)-methanol (Step e, 0.55 g, 1.3 mmol) in formic acid (10 mL), was added Zn dust (500 mg, 7.6 mmol). The suspension was heated at reflux for 6 h and the solvent was removed in vacuo. The resulting residue was worked up with 1N NaOH and extracted with CH2Cl2 3×. The combined organic layer was washed with water and brine, dried over Na2SO4, filtered and concentrated in vacuo. The crude was purified with silica gel column chromat... Reactants: NC(C(C)C1=C(C=CC=C1)C#CC1=NC(=NC=C1C(F)(F)F)NC=1C=NN(C1)C1CCN(CC1)C(=O)OC(C)(C)C)=O (tert-butyl 4-(4-((4-((2-(1-amino-1-oxopropan-2-yl)phenyl)ethynyl)-5-(trifluoromethyl)pyrimidin-2-yl)amino)-1H-pyrazol-1-yl)piperidine-1-carboxylate), TEA. Reagents/catalysts: [Pd] (Pd/C). The solvent is CN(C)C=O (DMF). Yields the product NC(C(C)C1=C(CCC2=NC(=NC=C2C(F)(F)F)NC=2C=NN(C2)C2CCN(CC2)C(=O)OC(C)(C)C)C=CC=C1)=O (tert-Butyl 4-(4-((4-(2-(1-amino-1-oxopropan-2-yl)phenethyl)-5-(trifluoromethyl)pyrimidin-2-yl)amino)-1H-pyrazol-1-yl)piperidine-1-carboxylate), solid. Isolated yield 99.0%. RXN SMILES: [NH2:1][C:2](=[O:42])[CH:3]([C:5]1[CH:10]=[CH:9][CH:8]=[CH:7][C:6]=1[C:11]#[C:12][C:13]1[C:18]([C:19]([F:22])([F:21])[F:20])=[CH:17][N:16]=[C:15]([NH:23][C:24]2[CH:25]=[N:26][N:27]([CH:29]3[CH2:34][CH2:33][N:32]([C:35]([O:37][C:38]([CH3:41])([CH3:40])[CH3:39])=[O:36])[CH2:31][CH2:30]3)[CH:28]=2)[N:14]=1)[CH3:4]>CN(C=O)C.[Pd]>[NH2:1][C:2](=[O:42])[CH:3]([C:5]1[CH:10]=[CH:9][CH:8]=[CH:7][C:6]=1[CH2:11][CH2:12][C:13]1[C:18]([C:19]([F:22])([F:21])[F:20])=[CH:17][N:16]=[C:15]([NH:23][C:24]2[CH:25]=[N:26][N:27]([CH:29]3[CH2:30][CH2:31][N:32]([C:35]([O:37][C:38]([CH3:40])([CH3:41])[CH3:39])=[O:36])[CH2:33][CH2:34]3)[CH:28]=2)[N:14]=1)[CH3:4]. Procedure details: A solution of tert-butyl 4-(4-((4-((2-(1-amino-1-oxopropan-2-yl)phenyl)ethynyl)-5-(trifluoromethyl)pyrimidin-2-yl)amino)-1H-pyrazol-1-yl)piperidine-1-carboxylate A65 (3.30 g, 5.66 mmol) in DMF (50 mL) and TEA (5 mL) was stirred with 10% Pd/C (wetted with ca. 53% water, 3.00 g) under an atmosphere of H2 for 20 hours at 35° C. The mixture was filtered through Celite and the solvent was removed in vacuo. Purification by column chromatography (Biotage Isolera, 120 g SiO2 cartridge, 20-100% EtOAc in ...